This data is from the Open Reaction Database (ORD), a public repository of structured organic reaction records. The task is: describe an organic reaction: reactants, conditions, products, and yield Yields the product OC1(c2ccc(Cl)cc2)CCN(CCc2c[nH]c3ccccc23)CC1. Reactants: BrCCc1c[nH]c2ccccc12, O=C([O-])[O-], CN(C)C=O, OC1(c2ccc(Cl)cc2)CCNCC1, [K+], [K+]. As a reaction SMILES: [Br:1][CH2:2][CH2:3][c:4]1[cH:5][nH:6][c:7]2[cH:8][cH:9][cH:10][cH:11][c:12]12.[C:27](=[O:28])([O-:29])[O-:30].[CH3:33][N:34]([CH3:35])[CH:36]=[O:37].[Cl:13][c:14]1[cH:15][cH:16][c:17]([C:20]2([OH:26])[CH2:21][CH2:22][NH:23][CH2:24][CH2:25]2)[cH:18][cH:19]1.[K+:31].[K+:32]>>[CH2:2]([CH2:3][c:4]1[cH:5][nH:6][c:7]2[cH:8][cH:9][cH:10][cH:11][c:12]12)[N:23]1[CH2:22][CH2:21][C:20]([c:17]2[cH:16][cH:15][c:14]([Cl:13])[cH:19][cH:18]2)([OH:26])[CH2:25][CH2:24]1. Starting materials: ClC1=C(C=C(C=C1)C)[N+](=O)[O-] (4-chloro-3-nitrotoluene), CN(CCN)C (2-dimethylaminoethylamine), C([O-])([O-])=O.[Na+].[Na+] (sodium carbonate). Yields the product [N+](=O)([O-])C=1C=C(C=CC1NCCN(C)C)C (3-nitro-4-(2-dimethylaminoethylamino)-toluene). RXN SMILES: Cl[C:2]1[CH:7]=[CH:6][C:5]([CH3:8])=[CH:4][C:3]=1[N+:9]([O-:11])=[O:10].[CH3:12][N:13]([CH3:17])[CH2:14][CH2:15][NH2:16].C(=O)([O-])[O-].[Na+].[Na+]>>[N+:9]([C:3]1[CH:4]=[C:5]([CH3:8])[CH:6]=[CH:7][C:2]=1[NH:16][CH2:15][CH2:14][N:13]([CH3:17])[CH3:12])([O-:11])=[O:10] |f:2.3.4|. Procedure: 17.2 g. of 4-chloro-3-nitrotoluene, 9 g. of 2-dimethylaminoethylamine, and 21.5 g. of anhydrous sodium carbonate are agitated for 7 hours at 135° C. Excess starting material is removed by steam distillation. The distillation residue is extracted with chloroform, the chloroform solutions are dried, filtered, and concentrated under a vacuum. By distilling the residue at 0.05 mm Hg and 133°-137° C., 10.5 g. of 3-nitro-4-(2-dimethylaminoethylamino)-toluene is obtained, m.p. 59° C. 3.5 g. of this com... Reactants: C(C)(C)(C)C1=NOC(=C1)N (3-t-butyl-5-aminoisoxazole), CN=C=S (methyl isothiocyanate). Reagents/catalysts: C(C)N(CC)CC (triethylamine). Run at temperature 75 celsius. Product: CNC(=S)NC1=CC(=NO1)C(C)(C)C (1-methyl-3-(3-t-butyl-5-isoxazolyl)thiourea). The yield is 52.7%. Reaction SMILES: [C:1]([C:5]1[CH:9]=[C:8]([NH2:10])[O:7][N:6]=1)([CH3:4])([CH3:3])[CH3:2].[CH3:11][N:12]=[C:13]=[S:14]>C(N(CC)CC)C>[CH3:11][NH:12][C:13]([NH:10][C:8]1[O:7][N:6]=[C:5]([C:1]([CH3:4])([CH3:3])[CH3:2])[CH:9]=1)=[S:14]. Procedure: A mixture of 3-t-butyl-5-aminoisoxazole (2.07 g), methyl isothiocyanate (1.40 g) and triethylamine (3 drops) is heated at 75° C. for 72 hours. The reaction mixture is chromatographed on a column of silica gel, whereby 1-methyl-3-(3-t-butyl-5-isoxazolyl)thiourea (1.66 g) is obtained as an oil. IR: 1622 cm-1 (CC14). Starting materials: C(C)OC(CCNS(=O)(=O)C1=CN=C(S1)NC(=O)N(C1=CC=C(C=C1)S(=O)(=O)C)CC1CCCC1)=O (3-{2-[3-cyclopentylmethyl-3-(4-methanesulfonyl-phenyl)-ureido]-thiazole-5-sulfonylamino}-propionic acid ethyl ester), C(C)OC(CCNS(=O)(=O)C1=CN=C(S1)N)=O (3-(2-amino-thiazole-5-sulfonylamino)-propionic acid ethyl ester), COC(=O)[C@H]1N(CCC1)S(=O)(=O)C1=CN=C(S1)N ((S)-1-(2-amino-thiazole-5-sulfonyl)-pyrrolidine-2-carboxylic acid methyl ester), C1(CCCC1)CN(C(NC=1SC=C(N1)CC(=O)O)=O)C1=CC=C(C=C1)S(=O)(=O)C ({2-[3-cyclopentylmethyl-3-(4-methanesulfonyl-phenyl)-ureido]-thiazol-4-yl}-acetic acid), C1(CCCC1)CNC1=CC=C(C=C1)S(=O)(=O)C (cyclopentylmethyl-(4-methanesulfonyl-phenyl)-amine). The product is C1(CCCC1)CN(C(NC=1SC(=CN1)S(=O)(=O)NCCC(=O)O)=O)C1=CC=C(C=C1)S(=O)(=O)C (3-{2-[3-Cyclopentylmethyl-3-(4-methanesulfonyl-phenyl)-ureido]-thiazole-5-sulfonylamino}-propionic acid). RXN SMILES: C([O:3][C:4](=[O:36])[CH2:5][CH2:6][NH:7][S:8]([C:11]1[S:15][C:14]([NH:16][C:17]([N:19]([CH2:30][CH:31]2[CH2:35][CH2:34][CH2:33][CH2:32]2)[C:20]2[CH:25]=[CH:24][C:23]([S:26]([CH3:29])(=[O:28])=[O:27])=[CH:22][CH:21]=2)=[O:18])=[N:13][CH:12]=1)(=[O:10])=[O:9])C.C1(CN(C2C=CC(S(C)(=O)=O)=CC=2)C(=O)NC2SC=C(CC(O)=O)N=2)CCCC1.C1(CNC2C=CC(S(C)(=O)=O)=CC=2)CCCC1.C(OC(=O)CCNS(C1SC(N)=NC=1)(=O)=O)C.COC([C@@H]1CCCN1S(C1SC(N)=NC=1)(=O)=O)=O>>[CH:31]1([CH2:30][N:19]([C:20]2[CH:25]=[CH:24][C:23]([S:26]([CH3:29])(=[O:27])=[O:28])=[CH:22][CH:21]=2)[C:17](=[O:18])[NH:16][C:14]2[S:15][C:11]([S:8]([NH:7][CH2:6][CH2:5][C:4]([OH:36])=[O:3])(=[O:10])=[O:9])=[CH:12][N:13]=2)[CH2:35][CH2:34][CH2:33][CH2:32]1. Procedure details: The title compound was prepared via 3-{2-[3-cyclopentylmethyl-3-(4-methanesulfonyl-phenyl)-ureido]-thiazole-5-sulfonylamino}-propionic acid ethyl ester in a similar manner as described for the synthesis of {2-[3-cyclopentylmethyl-3-(4-methanesulfonyl-phenyl)-ureido]-thiazol-4-yl}-acetic acid, using cyclopentylmethyl-(4-methanesulfonyl-phenyl)-amine and 3-(2-amino-thiazole-5-sulfonylamino)-propionic acid ethyl ester the latter prepared in a similar manner as (S)-1-(2-amino-thiazole-5-sulfonyl)-py... Reactants: O (water), CON=C1C(OC2=C1C=CC=C2)=NO (benzofuran-2,3-dione 3-(O-methyloxime) 2-oxime), C([O-])([O-])=O.[Na+].[Na+] (sodium carbonate), BrCCBr (1,2-dibromoethane). The solvent is CN(C=O)C (dimethylformamide). The product is CON=C1C(OC2=C1C=CC=C2)=NOCCBr (benzofuran-2,3-dione 2-[O-(2-bromoethyl)-oxime] 3-(O-methyloxime)). The yield is 70.7%. As a reaction SMILES: [CH3:1][O:2][N:3]=[C:4]1[C:8]2[CH:9]=[CH:10][CH:11]=[CH:12][C:7]=2[O:6][C:5]1=[N:13][OH:14].C(=O)([O-])[O-].[Na+].[Na+].[Br:21][CH2:22][CH2:23]Br.O>CN(C)C=O>[CH3:1][O:2][N:3]=[C:4]1[C:8]2[CH:9]=[CH:10][CH:11]=[CH:12][C:7]=2[O:6][C:5]1=[N:13][O:14][CH2:23][CH2:22][Br:21] |f:1.2.3|. Reported procedure: 1 g (0.0052 mol) of benzofuran-2,3-dione 3-(O-methyloxime) 2-oxime with 1.5 g (0.0141 mol) of sodium carbonate and 3 g (0.016 mol) of 1,2-dibromoethane in 5 ml of dimethylformamide are stirred at 80° C. for 6 hours. The reaction mixture is subsequently poured into water and extracted with diethyl ether. The organic phase is washed with aqueous potassium hydroxide solution and dried over sodium sulphate. The solvent is distilled off under reduced pressure, giving 1.1 g (70.7% of theory) of crude ... Reactants: [Br-], CCOCC, CCOCC, C[Mg+], COc1ccc(C(C)=O)cc1, Cl. Yields the product C=C(C)c1ccc(OC)cc1. RXN SMILES: [Br-:6].[CH2:1]([O:2][CH2:3][CH3:4])[CH3:5].[CH3:21][CH2:22][O:23][CH2:24][CH3:25].[CH3:7][Mg+:8].[CH3:9][O:10][c:11]1[cH:12][cH:13][c:14]([C:17]([CH3:18])=[O:19])[cH:15][cH:16]1.[ClH:20]>>[CH2:1]=[C:17]([c:14]1[cH:13][cH:12][c:11]([O:10][CH3:9])[cH:16][cH:15]1)[CH3:18]. The reactants are CCOC(C)=O, COc1ccc(F)cc1[N+](=O)[O-]. Yields the product COc1ccc(F)cc1N. As a reaction SMILES: [CH3:13][CH2:14][O:15][C:16](=[O:17])[CH3:18].[F:1][c:2]1[cH:3][c:4]([N+:10]([O-:11])=[O:12])[c:5]([O:8][CH3:9])[cH:6][cH:7]1>>[F:1][c:2]1[cH:3][c:4]([NH2:10])[c:5]([O:8][CH3:9])[cH:6][cH:7]1.